This data is from the Open Reaction Database (ORD), a public repository of structured organic reaction records. The task is: describe an organic reaction: reactants, conditions, products, and yield The reactants are [OH-].[K+] (potassium hydroxide), C(C)OC(CC=1C=CC2=C(SC3=C2C(=CC=C3)Cl)C1)=O (9-chlorodibenzothiophene-3-acetic acid ethyl ester). The solvent is C(C)O (ethanol). The product is ClC1=CC=CC2=C1C1=C(S2)C=C(C=C1)CC(=O)O (9-chlorodibenzothiophene-3-acetic acid). As a reaction SMILES: [OH-].[K+].C([O:5][C:6](=[O:22])[CH2:7][C:8]1[CH:9]=[CH:10][C:11]2[C:15]3[C:16]([Cl:20])=[CH:17][CH:18]=[CH:19][C:14]=3[S:13][C:12]=2[CH:21]=1)C>C(O)C>[Cl:20][C:16]1[C:15]2[C:11]3[CH:10]=[CH:9][C:8]([CH2:7][C:6]([OH:22])=[O:5])=[CH:21][C:12]=3[S:13][C:14]=2[CH:19]=[CH:18][CH:17]=1 |f:0.1|. Procedure: To a 100 ml. flask, fitted with a condenser and containing a solution of 0.28 g. of potassium hydroxide in 50 ml. of ethanol was added 1.1 g. of 9-chlorodibenzothiophene-3-acetic acid ethyl ester. After the solution was refluxed for four hours, the solvent was removed in vacuo on the steam bath, the residue was dissolved in 50 ml. of water, and the aqueous solution was acidified with dilute hydrochloric acid. The product was filtered, washed with 20 ml. of water, and dried at 60° in a vacuum ove... Reactants: C=C(C(=O)OCC)c1ccc(Br)cc1, CCN(CC)C1CCNC1, C1CCOC1. The product is CCOC(=O)C(CN1CCC(N(CC)CC)C1)c1ccc(Br)cc1. As a reaction SMILES: [CH2:11]([CH3:12])[O:13][C:14]([C:15](=[CH2:16])[c:17]1[cH:18][cH:19][c:20]([Br:23])[cH:21][cH:22]1)=[O:24].[CH2:1]([CH3:2])[N:3]([CH:4]1[CH2:5][NH:6][CH2:7][CH2:8]1)[CH2:9][CH3:10].[CH2:25]1[O:26][CH2:27][CH2:28][CH2:29]1>>[CH2:1]([CH3:2])[N:3]([CH:4]1[CH2:5][N:6]([CH2:16][CH:15]([C:14]([O:13][CH2:11][CH3:12])=[O:24])[c:17]2[cH:18][cH:19][c:20]([Br:23])[cH:21][cH:22]2)[CH2:7][CH2:8]1)[CH2:9][CH3:10]. The reactants are O[C@@H]1CC([C@H](CCCCCCC(=O)OC)[C@H]1\C=C\CC(CCCC)(C)O)=O ((±) methyl 11α,16-dihydroxy-16-methyl-9-oxoprost-13E-en-1-oate), C(C(CO)(CO)N)O (Tris). Conditions: time 3 hour. Product: CC(C(=O)O)CCCCC[C@H]1C(C[C@H]([C@@H]1\C=C\CC(CCCC)(C)O)O)=O ((±) methyl 11α,16-dihydroxy-16-methyl-9-oxoprost-13E-en-1-oic acid). Reaction SMILES: [OH:1][C@H:2]1[C@H:16](/[CH:17]=[CH:18]/[CH2:19][C:20]([OH:26])([CH3:25])[CH2:21][CH2:22][CH2:23][CH3:24])[C@@H:5]([CH2:6][CH2:7][CH2:8][CH2:9][CH2:10][CH2:11][C:12]([O:14]C)=[O:13])[C:4](=[O:27])[CH2:3]1.[CH2:28](O)C(N)(CO)CO>>[CH3:28][CH:11]([CH2:10][CH2:9][CH2:8][CH2:7][CH2:6][C@@H:5]1[C@@H:16](/[CH:17]=[CH:18]/[CH2:19][C:20]([OH:26])([CH3:25])[CH2:21][CH2:22][CH2:23][CH3:24])[C@H:2]([OH:1])[CH2:3][C:4]1=[O:27])[C:12]([OH:14])=[O:13]. Procedure details: To a stirred suspension of 3.1 g of (±) methyl 11α,16-dihydroxy-16-methyl-9-oxoprost-13E-en-1-oate in 20 ml Tris buffer (pH 8.0) is added 50 ml porcine liver esterase (Sigma, St. Louis, Mo.). After 3 hours of stirring at room temperature, the reaction is extracted with 4 portions of ethyl acetate, the extracts combined, dried (Na2SO4), evaporated and chromatographed on silica gel to give 2.8 g of (±) methyl 11α,16-dihydroxy-16-methyl-9-oxoprost-13E-en-1-oic acid. Reactants: CN1C(=CC=C1)C=O (1-methyl-2-pyrrolecarboxaldehyde), Cl (hydrochloric acid), CN1C(=CC=C1)C(C#N)N1CCOCC1 (α-(1-methyl-2-pyrrolyl)-4-morpholineacetonitrile), C(C=C)(=O)OCC (ethyl acrylate). Product: CN1C(=CC=C1)C(=O)CCC(=O)O (3-(1-methyl-2-pyrrolylcarbonyl)propionic acid). As a reaction SMILES: [CH3:1][N:2]1[CH:6]=[CH:5][CH:4]=[C:3]1[CH:7]=[O:8].CN1C=CC=C1C(N1CCOCC1)C#N.[C:24]([O:28]CC)(=[O:27])[CH:25]=[CH2:26].Cl>>[CH3:1][N:2]1[CH:6]=[CH:5][CH:4]=[C:3]1[C:7]([CH2:26][CH2:25][C:24]([OH:28])=[O:27])=[O:8]. Reported procedure: As for Example 6, 1-methyl-2-pyrrolecarboxaldehyde is converted to α-(1-methyl-2-pyrrolyl)-4-morpholineacetonitrile. The preceding compound is reacted with ethyl acrylate and the resulting 1,4-addition product is heated at 100° C. with 6 N hydrochloric acid to give 3-(1-methyl-2-pyrrolylcarbonyl)propionic acid.